The task is: describe an organic reaction: reactants, conditions, products, and yield. This data is from the Open Reaction Database (ORD), a public repository of structured organic reaction records. Starting materials: CC(C)(C)[Si](O[C@H]1[C@@H](O[C@@H]([C@H]1O[Si](C)(C)C(C)(C)C)CO[Si](C)(C)C(C)(C)C)N1C(=O)NC(=O)C=C1)(C)C (2',3',5'-tris-O-((1,1-dimethylethyl)dimethylsilyl)uridine), C1=CC=CC=2C3=CC=CC=C3C(C12)=O (9-fluorenone). Product: OC1(C2=CC=CC=C2C=2C=CC=CC12)C=1C(NC(N([C@H]2[C@H](O[Si](C)(C)C(C)(C)C)[C@H](O[Si](C)(C)C(C)(C)C)[C@@H](CO[Si](C)(C)C(C)(C)C)O2)C1)=O)=O (5-(9-Hydroxyfluoren-9-yl)-2',3',5'-tris-O-((1,1-dimethylethyl)dimethylsilyl)uridine). RXN SMILES: [CH3:1][C:2]([Si:5]([CH3:38])([CH3:37])[O:6][C@@H:7]1[C@H:11]([O:12][Si:13]([C:16]([CH3:19])([CH3:18])[CH3:17])([CH3:15])[CH3:14])[C@@H:10]([CH2:20][O:21][Si:22]([C:25]([CH3:28])([CH3:27])[CH3:26])([CH3:24])[CH3:23])[O:9][C@H:8]1[N:29]1[CH:36]=[CH:35][C:33](=[O:34])[NH:32][C:30]1=[O:31])([CH3:4])[CH3:3].[CH:39]1[C:51]2[C:50](=[O:52])[C:49]3[C:44](=[CH:45][CH:46]=[CH:47][CH:48]=3)[C:43]=2[CH:42]=[CH:41][CH:40]=1>>[OH:52][C:50]1([C:35]2[C:33](=[O:34])[NH:32][C:30](=[O:31])[N:29]([CH:36]=2)[C@@H:8]2[O:9][C@H:10]([CH2:20][O:21][Si:22]([C:25]([CH3:26])([CH3:27])[CH3:28])([CH3:23])[CH3:24])[C@@H:11]([O:12][Si:13]([C:16]([CH3:17])([CH3:18])[CH3:19])([CH3:14])[CH3:15])[C@H:7]2[O:6][Si:5]([C:2]([CH3:1])([CH3:3])[CH3:4])([CH3:38])[CH3:37])[C:51]2[CH:39]=[CH:40][CH:41]=[CH:42][C:43]=2[C:44]2[C:49]1=[CH:48][CH:47]=[CH:46][CH:45]=2. Procedure details: 5-(9-Hydroxyfluoren-9-yl)-2',3',5'-tris-O-((1,1-dimethylethyl)dimethylsilyl)uridine was prepared from 2',3',5'-tris-O-((1,1-dimethylethyl)dimethylsilyl)uridine according to the method of Example 1 step (i) (using 9-fluorenone instead of benzophenone) as a colourless foam. As a reaction SMILES: [Br:1][c:2]1[cH:3][c:4]2[c:9]([c:10]([CH:12]=[O:13])[cH:11]1)[O:8][C:7]([CH3:14])([CH3:15])[CH2:6][C:5]2([CH3:16])[CH3:17].[C:25]([BH3-:26])#[N:27].[CH3:18][C:19]#[N:20].[CH3:32][C:33](=[O:34])[OH:35].[CH:21]1([NH2:24])[CH2:22][CH2:23]1.[Cl:29][CH2:30][Cl:31].[Na+:28]>>[Br:1][c:2]1[cH:3][c:4]2[c:9]([c:10]([CH2:12][NH:24][CH:21]3[CH2:22][CH2:23]3)[cH:11]1)[O:8][C:7]([CH3:14])([CH3:15])[CH2:6][C:5]2([CH3:16])[CH3:17]. The product is CC1(C)CC(C)(C)c2cc(Br)cc(CNC3CC3)c2O1. Starting materials: CC1(C)CC(C)(C)c2cc(Br)cc(C=O)c2O1, [BH3-]C#N, CC#N, CC(=O)O, NC1CC1, ClCCl, [Na+]. The reactants are Cc1nc(N2CCN(S(=O)(=O)c3ccc(C(F)(F)F)cc3)C(C(=O)NCc3ccc(C(C)C)cc3)C2)sc1C(=O)OC(C)(C)C, O=C(O)C(F)(F)F. Product: Cc1nc(N2CCN(S(=O)(=O)c3ccc(C(F)(F)F)cc3)C(C(=O)NCc3ccc(C(C)C)cc3)C2)sc1C(=O)O. Reaction SMILES: [C:1]([CH3:2])([CH3:3])([CH3:4])[O:5][C:6](=[O:7])[c:8]1[c:9]([CH3:45])[n:10][c:11]([N:13]2[CH2:14][CH:15]([C:32]([NH:33][CH2:34][c:35]3[cH:36][cH:37][c:38]([CH:41]([CH3:42])[CH3:43])[cH:39][cH:40]3)=[O:44])[N:16]([S:19](=[O:20])(=[O:21])[c:22]3[cH:23][cH:24][c:25]([C:28]([F:29])([F:30])[F:31])[cH:26][cH:27]3)[CH2:17][CH2:18]2)[s:12]1.[OH:46][C:47]([C:48]([F:49])([F:50])[F:51])=[O:52]>>[O:5]=[C:6]([OH:7])[c:8]1[c:9]([CH3:45])[n:10][c:11]([N:13]2[CH2:14][CH:15]([C:32]([NH:33][CH2:34][c:35]3[cH:36][cH:37][c:38]([CH:41]([CH3:42])[CH3:43])[cH:39][cH:40]3)=[O:44])[N:16]([S:19](=[O:20])(=[O:21])[c:22]3[cH:23][cH:24][c:25]([C:28]([F:29])([F:30])[F:31])[cH:26][cH:27]3)[CH2:17][CH2:18]2)[s:12]1. The reactants are Cc1ccccc1, O=S(Cl)Cl, CC(Nc1ncnc2[nH]c(-c3ccc(CO)cc3)cc12)c1ccccc1. The product is CC(Nc1ncnc2[nH]c(-c3ccc(CCl)cc3)cc12)c1ccccc1. Reaction SMILES: [CH3:31][c:32]1[cH:33][cH:34][cH:35][cH:36][cH:37]1.[S:1]([Cl:2])([Cl:3])=[O:4].[c:5]1([CH:11]([CH3:12])[NH:13][c:14]2[c:15]3[c:16]([n:17][cH:18][n:19]2)[nH:20][c:21](-[c:23]2[cH:24][cH:25][c:26]([CH2:29][OH:30])[cH:27][cH:28]2)[cH:22]3)[cH:6][cH:7][cH:8][cH:9][cH:10]1>>[Cl:3][CH2:29][c:26]1[cH:25][cH:24][c:23](-[c:21]2[nH:20][c:16]3[c:15]([c:14]([NH:13][CH:11]([c:5]4[cH:6][cH:7][cH:8][cH:9][cH:10]4)[CH3:12])[n:19][cH:18][n:17]3)[cH:22]2)[cH:28][cH:27]1. Reactants: [Cl-].[NH4+] (ammonium chloride), C(C1=CC=CC=C1)N1C(=NC(=C1)C=O)C (1-benzyl-2-methylimidazol-4-carboxaldehyde), C[Mg]Cl (methyl magnesium chloride). Solvent: O1CCCC1 (tetrahydrofuran), O1CCCC1 (tetrahydrofuran). Reaction conditions: time 30 minute. The product is C(C1=CC=CC=C1)N1C(=NC(=C1)C(C)O)C (1-Benzyl-4-(1-hydroxyethyl)-2-methylimidazole). RXN SMILES: [CH2:1]([N:8]1[CH:12]=[C:11]([CH:13]=[O:14])[N:10]=[C:9]1[CH3:15])[C:2]1[CH:7]=[CH:6][CH:5]=[CH:4][CH:3]=1.[CH3:16][Mg]Cl.[Cl-].[NH4+]>O1CCCC1>[CH2:1]([N:8]1[CH:12]=[C:11]([CH:13]([OH:14])[CH3:16])[N:10]=[C:9]1[CH3:15])[C:2]1[CH:3]=[CH:4][CH:5]=[CH:6][CH:7]=1 |f:2.3|. Procedure: To a solution of 7.2 g (0.306 mole) of 1-benzyl-2-methylimidazol-4-carboxaldehyde in 100 ml of tetrahydrofuran was added 15 ml of 2.9M methyl magnesium chloride (0.044 mole) in tetrahydrofuran. A white precipitate formed immediately. The mixture was stirred at room temperature for 30 minutes and then heated with 50 ml of 25% aqueous ammonium chloride solution. The precipitate was filtered off, washed with tetrahydrofuran and air dried. The combined filtrate and wash solutions were dried (Na2SO4)... Reactants: CN(C)CC1OC(C2=CC=CC=C12)=O (3-dimethylaminomethyl-3H-isobenzofuran-1-one), N1C(CC2=CC=CC=C12)=O (oxindole), [Li+].C[Si](C)(C)[N-][Si](C)(C)C (LiHMDS), [Li+].C[Si](C)(C)[N-][Si](C)(C)C.C1CCOC1 (LiHMDS THF). Solvent: C(OC)COC (dimethoxyethane), C(OC)COC (dimethoxyethane), C1CCOC1 (THF). Reaction conditions: time 10 minute. Product: CN(C)CC1OC(C2=CC=CC=C12)=C1C(NC2=CC=CC=C12)=O (3-(3-dimethylaminomethy-3H-isobenzofuran-1-ylidene)-1,3-dihydro-indol-2-one). The yield is 24.4%. As a reaction SMILES: [NH:1]1[C:9]2[C:4](=[CH:5][CH:6]=[CH:7][CH:8]=2)[CH2:3][C:2]1=[O:10].[Li+].C[Si]([N-][Si](C)(C)C)(C)C.[CH3:21][N:22]([CH2:24][CH:25]1[C:33]2[C:28](=[CH:29][CH:30]=[CH:31][CH:32]=2)[C:27](=O)[O:26]1)[CH3:23].[Li+].C[Si]([N-][Si](C)(C)C)(C)C.C1COCC1>C(COC)OC.C1COCC1>[CH3:23][N:22]([CH2:24][CH:25]1[C:33]2[C:28](=[CH:29][CH:30]=[CH:31][CH:32]=2)[C:27](=[C:3]2[C:4]3[C:9](=[CH:8][CH:7]=[CH:6][CH:5]=3)[NH:1][C:2]2=[O:10])[O:26]1)[CH3:21] |f:1.2,4.5.6|. Procedure: To a solution of oxindole (205 mg, 1.54 mmol) in dimethoxyethane (4.0 ml) at room temperature was added 1.0M LiHMDS in THF (1.54 ml). After stirring for 10 minutes at room temperature, 3-dimethylaminomethyl-3H-isobenzofuran-1-one (235 mg, 1.23 mmol) in dimethoxyethane (0.5 ml) was added and the mixture was stirred rapidly for 1 hour. Additional 1.0M LiHMDS/THF (1.54 ml) was added. After 2 hours the reaction was quenched into 10% HCl (50 ml) and 25 ml water added. The aqueous layer was washed wit... Starting materials: O=C([O-])[O-], CCOc1cccc(O)c1, CN(C)C=O, [Cl-], Cn1c(S(C)(=O)=O)nc2c(C#N)c(N3CCCC(NC(=O)OC(C)(C)C)C3)n(Cc3ccccc3Cl)c2c1=O, [K+], [K+], [NH4+]. Yields the product CCOc1cccc(Oc2nc3c(C#N)c(N4CCCC(NC(=O)OC(C)(C)C)C4)n(Cc4ccccc4Cl)c3c(=O)n2C)c1. As a reaction SMILES: [C:50](=[O:51])([O-:52])[O-:53].[CH2:40]([CH3:41])[O:42][c:43]1[cH:44][c:45]([OH:49])[cH:46][cH:47][cH:48]1.[CH3:58][N:59]([CH3:60])[CH:61]=[O:62].[Cl-:56].[Cl:1][c:2]1[c:3]([CH2:4][n:5]2[c:6]([N:22]3[CH2:23][CH:24]([NH:28][C:29]([O:30][C:31]([CH3:32])([CH3:33])[CH3:34])=[O:35])[CH2:25][CH2:26][CH2:27]3)[c:7]([C:20]#[N:21])[c:8]3[n:9][c:10]([S:16]([CH3:17])(=[O:18])=[O:19])[n:11]([CH3:15])[c:12](=[O:14])[c:13]23)[cH:36][cH:37][cH:38][cH:39]1.[K+:54].[K+:55].[NH4+:57]>>[Cl:1][c:2]1[c:3]([CH2:4][n:5]2[c:6]([N:22]3[CH2:23][CH:24]([NH:28][C:29]([O:30][C:31]([CH3:32])([CH3:33])[CH3:34])=[O:35])[CH2:25][CH2:26][CH2:27]3)[c:7]([C:20]#[N:21])[c:8]3[n:9][c:10]([O:49][c:45]4[cH:44][c:43]([O:42][CH2:40][CH3:41])[cH:48][cH:47][cH:46]4)[n:11]([CH3:15])[c:12](=[O:14])[c:13]23)[cH:36][cH:37][cH:38][cH:39]1. Starting materials: Cl (HCl), C1(=CC=CC=C1)C1=CC=[N+](C=C1C(=O)O)[O-] (4-phenylnicotinic acid N-oxide), [C-]#N.[Na+] (sodium cyanide), C(C)NCC (diethylamine), Cl[Si](C)(C)C (chlorotrimethylsilane). Solvent: CN(C=O)C (dimethylformamide), O (water). Product: C(=O)(O)C=1C(=CC(=NC1)C#N)C1=CC=CC=C1 (5-carboxy-2-cyano-4-phenyl-pyridine). RXN SMILES: [C:1]1([C:7]2[C:12]([C:13]([OH:15])=[O:14])=[CH:11][N+:10]([O-])=[CH:9][CH:8]=2)[CH:6]=[CH:5][CH:4]=[CH:3][CH:2]=1.[C-]#N.[Na+].[CH2:20]([NH:22]CC)C.Cl[Si](C)(C)C.Cl>CN(C)C=O.O>[C:13]([C:12]1[C:7]([C:1]2[CH:6]=[CH:5][CH:4]=[CH:3][CH:2]=2)=[CH:8][C:9]([C:20]#[N:22])=[N:10][CH:11]=1)([OH:15])=[O:14] |f:1.2|. Procedure details: To a solution of 4-phenylnicotinic acid N-oxide (8.4 g, 0.04 mol), sodium cyanide (6.45 g, 0.13 mol) and diethylamine (26.2 ml, 0.19 mol) in absolute dimethylformamide (200 ml), chlorotrimethylsilane (23.8 ml, 0.19 mol) is added. The reaction mixture is then heated for 26 h at 100°-110°. After cooling, the solution is poured into 200 ml of water and the pH is adjusted to pH 4 by the addition of concentrated HCl. The mixture is extracted with ethyl acetate and the extracts are concentrated. The d... Starting materials: C(CC)N1C(N(C2=C1C=CC=C2)C2CCNCC2)=O (4-(3-n-propyl-2-oxo-1-benzimidazolinyl)piperidine), O=S1(N(C(C2=C1C=CC(=C2)Cl)=O)CCCC(C)=O)=O (1,1-dioxido-2-(4-oxo-pentyl)-5-chloro-1,2-benzisothiazol-3(2H)-one). The product is O=S1(N(C(C2=C1C=CC(=C2)Cl)=O)CCCC(C)N2CCC(CC2)N2C(N(C1=C2C=CC=C1)CCC)=O)=O (1,1-Dioxido-2-(4-(4-(3-n-propyl-2-oxo-1-benzimidazolinyl)piperidin-1-yl)pentyl)-5-chloro-1,2-benzisothiazol-3(2H)-one). As a reaction SMILES: [CH2:1]([N:4]1[C:8]2[CH:9]=[CH:10][CH:11]=[CH:12][C:7]=2[N:6]([CH:13]2[CH2:18][CH2:17][NH:16][CH2:15][CH2:14]2)[C:5]1=[O:19])[CH2:2][CH3:3].[O:20]=[S:21]1(=[O:38])[C:25]2[CH:26]=[CH:27][C:28]([Cl:30])=[CH:29][C:24]=2[C:23](=[O:31])[N:22]1[CH2:32][CH2:33][CH2:34][C:35](=O)[CH3:36]>>[O:38]=[S:21]1(=[O:20])[C:25]2[CH:26]=[CH:27][C:28]([Cl:30])=[CH:29][C:24]=2[C:23](=[O:31])[N:22]1[CH2:32][CH2:33][CH2:34][CH:35]([N:16]1[CH2:17][CH2:18][CH:13]([N:6]2[C:7]3[CH:12]=[CH:11][CH:10]=[CH:9][C:8]=3[N:4]([CH2:1][CH2:2][CH3:3])[C:5]2=[O:19])[CH2:14][CH2:15]1)[CH3:36]. Procedure: Starting with 4-(3-n-propyl-2-oxo-1-benzimidazolinyl)piperidine and 1,1-dioxido-2-(4-oxo-pentyl)-5-chloro-1,2-benzisothiazol-3(2H)-one and following the procedure of Example 13, the title compound is obtained.